Dataset: the Open Reaction Database (ORD), a public repository of structured organic reaction records. Task: describe an organic reaction: reactants, conditions, products, and yield The reactants are CC1CNCCN1, CC(=O)N(C)Cc1cnc(Cl)c(Cl)c1. Yields the product CC(=O)N(C)Cc1cnc(N2CCNC(C)C2)c(Cl)c1. Reaction SMILES: [CH3:15][CH:16]1[NH:17][CH2:18][CH2:19][NH:20][CH2:21]1.[Cl:1][c:2]1[cH:3][c:4]([CH2:9][N:10]([C:11]([CH3:12])=[O:13])[CH3:14])[cH:5][n:6][c:7]1[Cl:8]>>[Cl:1][c:2]1[cH:3][c:4]([CH2:9][N:10]([C:11]([CH3:12])=[O:13])[CH3:14])[cH:5][n:6][c:7]1[N:20]1[CH2:19][CH2:18][NH:17][CH:16]([CH3:15])[CH2:21]1. The reactants are [Li+].[OH-] (LiOH), monohydrate, Cl (HCl), O1N=C(C=C1)[C@H](CC(=O)N1C(OC[C@H]1CC1=CC=CC=C1)=O)C1=CC(=CC=C1)OCC1=CC=CC=C1 ((4R)-3-((3R)-3-(3-Isoxazolyl)-3-(3-((phenylmethyl)oxy)phenyl)propanoyl)-4-(phenylmethyl)-1,3-oxazolidin-2-one), OO (H2O2). Run in O (water), C1CCOC1 (THF). Reaction conditions: temperature 0 celsius, time 2 hour. Yields the product O1N=C(C=C1)[C@H](CC(=O)O)C1=CC(=CC=C1)OCC1=CC=CC=C1 ((3R)-3-(3-Isoxazolyl)-3-(3-((phenylmethyl)oxy)phenyl)propanoic acid). As a reaction SMILES: [O:1]1[CH:5]=[CH:4][C:3]([C@@H:6]([C:23]2[CH:28]=[CH:27][CH:26]=[C:25]([O:29][CH2:30][C:31]3[CH:36]=[CH:35][CH:34]=[CH:33][CH:32]=3)[CH:24]=2)[CH2:7][C:8](N2[C@H](CC3C=CC=CC=3)COC2=O)=[O:9])=[N:2]1.[OH:37]O.[Li+].[OH-].Cl>C1COCC1.O>[O:1]1[CH:5]=[CH:4][C:3]([C@@H:6]([C:23]2[CH:28]=[CH:27][CH:26]=[C:25]([O:29][CH2:30][C:31]3[CH:36]=[CH:35][CH:34]=[CH:33][CH:32]=3)[CH:24]=2)[CH2:7][C:8]([OH:9])=[O:37])=[N:2]1 |f:2.3|. Reported procedure: A solution of (R)-4-benzyl-3-((R)-3-(3-(benzyloxy)phenyl)-3-(isoxazol-3-yl)propanoyl)oxazolidin-2-one (94.1C) (0.558 g, 1.16 mmol) in THF (12 mL) was cooled to 0° C. H2O2 (30% w/w, 0.50 mL) was added, and was followed by addition of LiOH, monohydrate (0.0643 mL, 2.31 mmol) in water (4 mL). The resulting mixture was stirred at 0° C. for 2 hours. The organic solvent was blown away by nitrogen, and the aqueous mixture was acidified with 1N HCl to pH 3-5. The mixture was extracted with EtOAc (100 mL... Yields the product CCC(CO)Nc1ccc(C(F)(F)F)cc1CN(Cc1cc(C(F)(F)F)cc(C(F)(F)F)c1)c1ncc(OCCCC(=O)O)cn1. The reactants are CO, CCOC(=O)CCCOc1cnc(N(Cc2cc(C(F)(F)F)cc(C(F)(F)F)c2)Cc2cc(C(F)(F)F)ccc2NC(CC)CO)nc1, [Na+], C1CCOC1, [OH-], O=C(O)CC(O)(CC(=O)O)C(=O)O. Reaction SMILES: [CH3:64][OH:65].[F:1][C:2]([c:3]1[cH:4][c:5]([CH2:6][N:7]([c:8]2[n:9][cH:10][c:11]([O:14][CH2:15][CH2:16][CH2:17][C:18](=[O:19])[O:20][CH2:21][CH3:22])[cH:12][n:13]2)[CH2:23][c:24]2[c:25]([NH:34][CH:35]([CH2:36][CH3:37])[CH2:38][OH:39])[cH:26][cH:27][c:28]([C:30]([F:31])([F:32])[F:33])[cH:29]2)[cH:40][c:41]([C:43]([F:44])([F:45])[F:46])[cH:42]1)([F:47])[F:48].[Na+:50].[O:66]1[CH2:67][CH2:68][CH2:69][CH2:70]1.[OH-:49].[OH:51][C:52]([CH2:53][C:54]([C:55](=[O:56])[OH:57])([CH2:58][C:59](=[O:60])[OH:61])[OH:62])=[O:63]>>[F:1][C:2]([c:3]1[cH:4][c:5]([CH2:6][N:7]([c:8]2[n:9][cH:10][c:11]([O:14][CH2:15][CH2:16][CH2:17][C:18](=[O:19])[OH:20])[cH:12][n:13]2)[CH2:23][c:24]2[c:25]([NH:34][CH:35]([CH2:36][CH3:37])[CH2:38][OH:39])[cH:26][cH:27][c:28]([C:30]([F:31])([F:32])[F:33])[cH:29]2)[cH:40][c:41]([C:43]([F:44])([F:45])[F:46])[cH:42]1)([F:47])[F:48]. Reported procedure: Synthesized from 2-methoxy-8,9-dihydro-7H-benzocyclohepten-6-yl trifluoromethanesulfonate according to an analogous synthetic method to Preparation Example 69, (2-methoxy-8,9-dihydro-7H-benzocyclohepten-6-yl)trimethyltin (3.25 g) and 1-(4-benzyloxybenzyl)-6-bromo-1H-pyridin-2-one (2.2 g) were used according to an analogous synthetic method to Example 1 to provide 1-(4-benzyloxybenzyl)-6-(2-methoxy-8,9-dihydro-7H-benzocyclohepten-6-yl)-1H-pyridin-2-one (646 mg). The total amount of this compound ... Reaction SMILES: FC(F)(F)S(O[C:7]1[CH2:13][CH2:12][CH2:11][C:10]2[CH:14]=[C:15]([O:18][CH3:19])[CH:16]=[CH:17][C:9]=2[CH:8]=1)(=O)=O.COC1C=CC2C=C([Sn](C)(C)C)CCCC=2C=1.[CH2:39]([O:46][C:47]1[CH:61]=[CH:60][C:50]([CH2:51][N:52]2[C:57](Br)=[CH:56][CH:55]=[CH:54][C:53]2=[O:59])=[CH:49][CH:48]=1)[C:40]1[CH:45]=[CH:44][CH:43]=[CH:42][CH:41]=1>>[CH2:39]([O:46][C:47]1[CH:61]=[CH:60][C:50]([CH2:51][N:52]2[C:57]([C:7]3[CH2:13][CH2:12][CH2:11][C:10]4[CH:14]=[C:15]([O:18][CH3:19])[CH:16]=[CH:17][C:9]=4[CH:8]=3)=[CH:56][CH:55]=[CH:54][C:53]2=[O:59])=[CH:49][CH:48]=1)[C:40]1[CH:41]=[CH:42][CH:43]=[CH:44][CH:45]=1. Reactants: FC(S(=O)(=O)OC1=CC2=C(CCC1)C=C(C=C2)OC)(F)F (2-methoxy-8,9-dihydro-7H-benzocyclohepten-6-yl trifluoromethanesulfonate), COC=1C=CC2=C(CCCC(=C2)[Sn](C)(C)C)C1 ((2-methoxy-8,9-dihydro-7H-benzocyclohepten-6-yl)trimethyltin), C(C1=CC=CC=C1)OC1=CC=C(CN2C(C=CC=C2Br)=O)C=C1 (1-(4-benzyloxybenzyl)-6-bromo-1H-pyridin-2-one). The product is C(C1=CC=CC=C1)OC1=CC=C(CN2C(C=CC=C2C2=CC3=C(CCC2)C=C(C=C3)OC)=O)C=C1 (1-(4-benzyloxybenzyl)-6-(2-methoxy-8,9-dihydro-7H-benzocyclohepten-6-yl)-1H-pyridin-2-one). Starting materials: final product ( 217 ), FC1=C(COC=2C=C(C=O)C=C(C2)OCC2=NC=CC=C2C)C=CC=C1 (3-(2-fluorobenzyloxy)-5-((3-methylpyridin-2-yl)methoxy)benzaldehyde), NC1=NC=C(C=C1N)Br (2,3-diamino-5-bromopyridine). Product: BrC=1C=C2C(=NC1)N=C(N2)C2=CC(=CC(=C2)OCC2=NC=CC=C2C)OCC2=C(C=CC=C2)F (6-bromo-2-(3-(2-fluorobenzyloxy)-5-((3-methylpyridin-2-yl)methoxy)phenyl)-1H-imidazo[4,5-b]pyridine). As a reaction SMILES: [F:1][C:2]1[CH:26]=[CH:25][CH:24]=[CH:23][C:3]=1[CH2:4][O:5][C:6]1[CH:7]=[C:8]([CH:11]=[C:12]([O:14][CH2:15][C:16]2[C:21]([CH3:22])=[CH:20][CH:19]=[CH:18][N:17]=2)[CH:13]=1)[CH:9]=O.[NH2:27][C:28]1[C:33]([NH2:34])=[CH:32][C:31]([Br:35])=[CH:30][N:29]=1>>[Br:35][C:31]1[CH:32]=[C:33]2[NH:34][C:9]([C:8]3[CH:11]=[C:12]([O:14][CH2:15][C:16]4[C:21]([CH3:22])=[CH:20][CH:19]=[CH:18][N:17]=4)[CH:13]=[C:6]([O:5][CH2:4][C:3]4[CH:23]=[CH:24][CH:25]=[CH:26][C:2]=4[F:1])[CH:7]=3)=[N:27][C:28]2=[N:29][CH:30]=1. Reported procedure: The final product (217) was obtained using the procedure described for Example 191 except that 3-(2-fluorobenzyloxy)-5-((3-methylpyridin-2-yl)methoxy)benzaldehyde (217c) and 2,3-diamino-5-bromopyridine were used. 1H NMR (400 MHz, 90% DMSO-d6; 10% CDCl3) δ ppm 8.46 (br s, 1H), 8.39 (s, 1H), 8.11 (s, 1H), 7.78 (m, 1H), 7.52 (s, 1H), 7.48 (m, 1H), 7.45 (m, 2H), 7.40 (m, 2H), 7.16 (t, 1H, J=8.2 Hz), 7.08 (t, 1H, J=8.2 Hz), 6.79 (s, 1H), 5.32 (s, 2H), 5.19 (s, 2H), 2.31 (s, 3H). Calc'd for C26H20BrFN... Starting materials: N (ammonia), BrCCN=C(C=1C(C(=O)O)=CC(C(=O)O)=C(C(O)=NCCBr)C1)O (N,N'-bis(2-bromoethyl) pyromellitic diimide), CN(C=O)C (dimethylformamide). Run at time 48 hour. Yields the product NCCN=C(C=1C(C(=O)O)=CC(C(=O)O)=C(C(O)=NCCN)C1)O (N,N'-bis(2-aminoethyl)pyromellitic diimide). RXN SMILES: [NH3:1].Br[CH2:3][CH2:4][N:5]=[C:6]([OH:25])[C:7]1[C:8](=[CH:12][C:13](=[C:17]([CH:24]=1)[C:18](=[N:20][CH2:21][CH2:22]Br)[OH:19])[C:14]([OH:16])=[O:15])[C:9]([OH:11])=[O:10].C[N:27](C)C=O>>[NH2:1][CH2:3][CH2:4][N:5]=[C:6]([OH:25])[C:7]1[C:8](=[CH:12][C:13](=[C:17]([CH:24]=1)[C:18](=[N:20][CH2:21][CH2:22][NH2:27])[OH:19])[C:14]([OH:16])=[O:15])[C:9]([OH:11])=[O:10]. Reported procedure: To a stirred solution of liquid ammonia, 22 ml. (1.0 mole), in 200 ml. of dimethylformamide is added portionwise 4.3 g. (10 mmole) of N,N'-bis(2-bromoethyl) pyromellitic diimide. The mixture is stirred at room temperature for 48 hours. Excess ammonia is removed by concentration under reduced pressure without heating. The concentrate is diluted with several volumes of dilute aqueous sodium bicarbonate and cooled. The insolubles are collected, rinsed with water, cold methanol and ethyl ether furni... Reaction conditions: time 8 hour. The yield is 88.9%. Reaction SMILES: [CH2:1]([NH:5][C:6](=[O:15])[C@@H:7]([OH:14])[C@@H:8]([NH2:13])[CH2:9][CH2:10][CH2:11][CH3:12])[CH2:2][CH2:3][CH3:4].[N:16]1([C:22]([NH:24][C:25]2([C:31](O)=[O:32])[CH2:30][CH2:29][CH2:28][CH2:27][CH2:26]2)=[O:23])[CH2:21][CH2:20][O:19][CH2:18][CH2:17]1.ON1C2C=CC=CC=2N=N1.C(N=C=NCCCN(C)C)C>ClCCl>[OH:14][C@@H:7]([C@@H:8]([NH:13][C:31]([C:25]1([NH:24][C:22]([N:16]2[CH2:21][CH2:20][O:19][CH2:18][CH2:17]2)=[O:23])[CH2:26][CH2:27][CH2:28][CH2:29][CH2:30]1)=[O:32])[CH2:9][CH2:10][CH2:11][CH3:12])[C:6]([NH:5][CH2:1][CH2:2][CH2:3][CH3:4])=[O:15]. Yields the product O[C@H](C(=O)NCCCC)[C@H](CCCC)NC(=O)C1(CCCCC1)NC(=O)N1CCOCC1 (N-[(2S,3S)-2-hydroxy-1-[N-(butyl)amino]-1-oxo-3-heptyl]-1-[N-(morpholine-4-carbonyl)amino]cyclohexane-carboxamide). Starting materials: C(CCC)NC([C@H]([C@H](CCCC)N)O)=O ((2S,3S)-N-butyl-3-amino-2-hydroxyheptanamide), N1(CCOCC1)C(=O)NC1(CCCCC1)C(=O)O (1-[N-(morpholine-4-carbonyl)amino]cyclohexanecarboxylic acid), ON1N=NC2=C1C=CC=C2 (1-hydroxy-benzotriazole), C(C)N=C=NCCCN(C)C (1-ethyl-3-(3-dimethylaminopropyl)carbodiimide). Procedure: In anhydrous dichloromethane were dissolved 254 mg (1.21 mmol) of (2S,3S)-N-butyl-3-amino-2-hydroxyheptanamide, 310 mg (1.21 mmol) of 1-[N-(morpholine-4-carbonyl)amino]cyclohexanecarboxylic acid and 230 mg (1.45 mmol) of 1-hydroxy-benzotriazole, subsequently, under nitrogen stream, 278 mg (1.45 mmol) of 1-ethyl-3-(3-dimethylaminopropyl)carbodiimide was added to the solution at 0° C. Thereafter, the temperature of the reaction mixture was returned to room temperature and the mixture was stirred o... Run in ClCCl (dichloromethane). The reactants are C(=NC1CCCCC1)=NC1CCCCC1, O=C(O)c1cc(OC2CCCCO2)cc(OC2CCCCO2)c1, C1CCOC1, O=C1CCC(=O)N1O. Yields the product O=C(ON1C(=O)CCC1=O)c1cc(OC2CCCCO2)cc(OC2CCCCO2)c1. As a reaction SMILES: [CH2:24]1[CH2:25][CH2:26][CH:27]([N:28]=[C:29]=[N:30][CH:31]2[CH2:32][CH2:33][CH2:34][CH2:35][CH2:36]2)[CH2:37][CH2:38]1.[O:1]1[CH:2]([O:7][c:8]2[cH:9][c:10]([C:11](=[O:12])[OH:13])[cH:14][c:15]([O:17][CH:18]3[O:19][CH2:20][CH2:21][CH2:22][CH2:23]3)[cH:16]2)[CH2:3][CH2:4][CH2:5][CH2:6]1.[O:47]1[CH2:48][CH2:49][CH2:50][CH2:51]1.[OH:39][N:40]1[C:41](=[O:46])[CH2:42][CH2:43][C:44]1=[O:45]>>[O:1]1[CH:2]([O:7][c:8]2[cH:9][c:10]([C:11](=[O:12])[O:13][N:40]3[C:41](=[O:46])[CH2:42][CH2:43][C:44]3=[O:45])[cH:14][c:15]([O:17][CH:18]3[O:19][CH2:20][CH2:21][CH2:22][CH2:23]3)[cH:16]2)[CH2:3][CH2:4][CH2:5][CH2:6]1.